Dataset: the Open Reaction Database (ORD), a public repository of structured organic reaction records. Task: describe an organic reaction: reactants, conditions, products, and yield Starting materials: ClC1=NC2=CC=CC=C2C(=C1[N+](=O)[O-])NCCCO (3-[(2-Chloro-3-nitroquinolin-4-yl)amino]propan-1-ol). The reagents and catalysts are [Pt] (platinum on carbon). Solvent: C(C)#N (acetonitrile). The product is NC=1C(=NC2=CC=CC=C2C1NCCCO)Cl (3-[(3-amino-2-chloroquinolin-4-yl)amino]propan-1-ol). Isolated yield 96.8%. As a reaction SMILES: [Cl:1][C:2]1[C:11]([N+:12]([O-])=O)=[C:10]([NH:15][CH2:16][CH2:17][CH2:18][OH:19])[C:9]2[C:4](=[CH:5][CH:6]=[CH:7][CH:8]=2)[N:3]=1>[Pt].C(#N)C>[NH2:12][C:11]1[C:2]([Cl:1])=[N:3][C:4]2[C:9]([C:10]=1[NH:15][CH2:16][CH2:17][CH2:18][OH:19])=[CH:8][CH:7]=[CH:6][CH:5]=2. Procedure: 3-[(2-Chloro-3-nitroquinolin-4-yl)amino]propan-1-ol 11.53 g), acetonitrile (110 mL), and 5% platinum on carbon (1.3 g) were added sequentially to a Parr vessel. The vessel was placed under hydrogen pressure, 40 psi (2.8×105 Pa) for 4 hours. The reaction mixture was filtered through a layer of CELITE filter aid and the filtrate was concentrated under reduced pressure. The residue was dried under vacuum for 2 hours to provide 9.97 g of 3-[(3-amino-2-chloroquinolin-4-yl)amino]propan-1-ol as a brown...